This data is from the Open Reaction Database (ORD), a public repository of structured organic reaction records. The task is: describe an organic reaction: reactants, conditions, products, and yield The reactants are 12h, [N+](=O)([O-])C=1C=C(C(=O)OCCCCCCOC(\C=C\C2=CC=C(C=C2)OC(=O)OCC)=O)C=C(C1)[N+](=O)[O-] (6-[((2E)-{4[(ethoxycarbonyl)oxy]phenyl}prop-2-enoyl)oxy]hexyl 3,5-dinitrobenzoate), N1=CC=CC=C1 (pyridine), Cl (HCl), [OH-].[NH4+] (ammonium hydroxide). Procedure: 43.20 g (0.081 Mol) of 6-[((2E)-{4[(ethoxycarbonyl)oxy]phenyl}prop-2-enoyl)oxy]hexyl 3,5-dinitrobenzoate are dissolved in 66 ml (0.815 Mol) of pyridine and 400 ml of acetone at room temperature. 61 ml (0.815 Mol) of ammonium hydroxide solution 25% are added dropwise to the solution at room temperature. After 12h reaction, the mixture is thrown on water and acidified by the addition of HCl 25% (up to pH=3-4). A paste is obtained which is filtrated and dissolved in ethyl acetate and extracted with... The yield is 42.7%. The solvent is CC(=O)C (acetone). Product: [N+](=O)([O-])C=1C=C(C(=O)OCCCCCCOC(\C=C\C2=CC=C(C=C2)O)=O)C=C(C1)[N+](=O)[O-] (6-[((2E)-{4-hydroxyphenyl}prop-2-enoyl)oxy]hexyl 3,5-dinitrobenzoate). As a reaction SMILES: [N+:1]([C:4]1[CH:5]=[C:6]([CH:33]=[C:34]([N+:36]([O-:38])=[O:37])[CH:35]=1)[C:7]([O:9][CH2:10][CH2:11][CH2:12][CH2:13][CH2:14][CH2:15][O:16][C:17](=[O:32])/[CH:18]=[CH:19]/[C:20]1[CH:25]=[CH:24][C:23]([O:26]C(OCC)=O)=[CH:22][CH:21]=1)=[O:8])([O-:3])=[O:2].N1C=CC=CC=1.[OH-].[NH4+].Cl>CC(C)=O>[N+:1]([C:4]1[CH:5]=[C:6]([CH:33]=[C:34]([N+:36]([O-:38])=[O:37])[CH:35]=1)[C:7]([O:9][CH2:10][CH2:11][CH2:12][CH2:13][CH2:14][CH2:15][O:16][C:17](=[O:32])/[CH:18]=[CH:19]/[C:20]1[CH:25]=[CH:24][C:23]([OH:26])=[CH:22][CH:21]=1)=[O:8])([O-:3])=[O:2] |f:2.3|.